From a dataset of the Open Reaction Database (ORD), a public repository of structured organic reaction records. describe an organic reaction: reactants, conditions, products, and yield The reactants are [Na] (sodium), ClC1=C2C3=CC(CCC3(CC2=CC(=C1Cl)OCC#N)CCC)=O ([(5,6-dichloro-2,3,9,9a-tetrahydro-3-oxo-9a-propyl-1H-fluoren-7-yl)oxy]acetonitrile), Cl.CNC (dimethylamine hydrochloride). The solvent is CO (methanol). Product: O.Cl.CN(C(COC1=C(C(=C2C3=CC(CCC3(CC2=C1)CCC)=O)Cl)Cl)=N)C.CN(C(COC1=C(C(=C2C3=CC(CCC3(CC2=C1)CCC)=O)Cl)Cl)=N)C.Cl (N,N-dimethyl-2-[(5,6-dichloro-9a-propyl-3-oxo-2,3,9,9a-tetrahydro-1H-fluoren-7-yl)oxy]ethanimidamide hydrochloride hemihydrate). RXN SMILES: [Na].[Cl:2][C:3]1[C:15]([Cl:16])=[C:14]([O:17][CH2:18][C:19]#[N:20])[CH:13]=[C:12]2[C:4]=1[C:5]1[C:10]([CH2:21][CH2:22][CH3:23])([CH2:11]2)[CH2:9][CH2:8][C:7](=[O:24])[CH:6]=1.[ClH:25].[CH3:26][NH:27][CH3:28]>CO>[OH2:17].[ClH:2].[CH3:26][N:27]([CH3:28])[C:19](=[NH:20])[CH2:18][O:17][C:14]1[CH:13]=[C:12]2[C:4]([C:5]3[C:10]([CH2:21][CH2:22][CH3:23])([CH2:11]2)[CH2:9][CH2:8][C:7](=[O:24])[CH:6]=3)=[C:3]([Cl:25])[C:15]=1[Cl:16].[CH3:26][N:27]([CH3:28])[C:19](=[NH:20])[CH2:18][O:17][C:14]1[CH:13]=[C:12]2[C:4]([C:5]3[C:10]([CH2:21][CH2:22][CH3:23])([CH2:11]2)[CH2:9][CH2:8][C:7](=[O:24])[CH:6]=3)=[C:3]([Cl:25])[C:15]=1[Cl:16].[ClH:2] |f:2.3,5.6.7.8.9,^1:0|. Procedure details: To a solution of sodium metal (20 mg) in methanol (30 ml) was added the R(+)-enantiomer of [(5,6-dichloro-2,3,9,9a-tetrahydro-3-oxo-9a-propyl-1H-fluoren-7-yl)oxy]acetonitrile (1.0 g, 2.9 mMole). The reaction mixture was stirred for 1-1/2 hours in a dry nitrogen atmosphere then treated with dimethylamine hydrochloride (475 mg, 5.8 mMole) and stirring was continued for 21/2 hours. The methanol was evaporated in vacuo, the residue was dissolved in water, treated with 10N NaOH (1 ml), extracted with... Reactants: ClCCCl, CC(C(=O)O)n1nc(-c2ccc(Cl)cc2)n(C2CC2)c1=O, Cl, CN(C)C=O, On1nnc2ccccc21, CC(N)c1cccc2ccccc12. Product: CC(NC(=O)C(C)n1nc(-c2ccc(Cl)cc2)n(C2CC2)c1=O)c1cccc2ccccc12. Reaction SMILES: [CH2:45]([Cl:46])[CH2:47][Cl:48].[Cl:1][c:2]1[cH:3][cH:4][c:5](-[c:8]2[n:9][n:10]([CH:17]([C:18](=[O:19])[OH:20])[CH3:21])[c:11](=[O:16])[n:12]2[CH:13]2[CH2:14][CH2:15]2)[cH:6][cH:7]1.[ClH:49].[O:50]=[CH:51][N:52]([CH3:53])[CH3:54].[OH:35][n:36]1[c:37]2[c:38]([cH:39][cH:40][cH:41][cH:42]2)[n:43][n:44]1.[c:22]1([CH:32]([CH3:33])[NH2:34])[cH:23][cH:24][cH:25][c:26]2[cH:27][cH:28][cH:29][cH:30][c:31]12>>[Cl:1][c:2]1[cH:3][cH:4][c:5](-[c:8]2[n:9][n:10]([CH:17]([C:18](=[O:20])[NH:34][CH:32]([c:22]3[cH:23][cH:24][cH:25][c:26]4[cH:27][cH:28][cH:29][cH:30][c:31]34)[CH3:33])[CH3:21])[c:11](=[O:16])[n:12]2[CH:13]2[CH2:14][CH2:15]2)[cH:6][cH:7]1. The reactants are CC(C)(C)OC(=O)N1CCCC1COc1cncc(Br)c1, Cc1ccc(COCCC2CCNCC2)cc1, CC(C)(C)[O-], Cc1ccccc1, [Na+], O=C(C=Cc1ccccc1)C=Cc1ccccc1, O=C(C=Cc1ccccc1)C=Cc1ccccc1, O=C(C=Cc1ccccc1)C=Cc1ccccc1, [Pd], [Pd], CC1(C)c2cccc(P(c3ccccc3)c3ccccc3)c2Oc2c(P(c3ccccc3)c3ccccc3)cccc21. Product: Cc1ccc(COCCC2CCN(c3cncc(OCC4CCCN4C(=O)OC(C)(C)C)c3)CC2)cc1. Reaction SMILES: [Br:1][c:2]1[cH:3][n:4][cH:5][c:6]([O:8][CH2:9][CH:10]2[N:11]([C:15](=[O:16])[O:17][C:18]([CH3:19])([CH3:20])[CH3:21])[CH2:12][CH2:13][CH2:14]2)[cH:7]1.[CH3:22][c:23]1[cH:24][cH:25][c:26]([CH2:27][O:28][CH2:29][CH2:30][CH:31]2[CH2:32][CH2:33][NH:34][CH2:35][CH2:36]2)[cH:37][cH:38]1.[CH3:39][C:40]([CH3:41])([O-:42])[CH3:43].[CH3:87][c:88]1[cH:89][cH:90][cH:91][cH:92][cH:93]1.[Na+:44].[O:114]=[C:115]([CH:116]=[CH:117][c:118]1[cH:119][cH:120][cH:121][cH:122][cH:123]1)[CH:124]=[CH:125][c:126]1[cH:127][cH:128][cH:129][cH:130][cH:131]1.[O:132]=[C:133]([CH:134]=[CH:135][c:136]1[cH:137][cH:138][cH:139][cH:140][cH:141]1)[CH:142]=[CH:143][c:144]1[cH:145][cH:146][cH:147][cH:148][cH:149]1.[O:96]=[C:97]([CH:98]=[CH:99][c:100]1[cH:101][cH:102][cH:103][cH:104][cH:105]1)[CH:106]=[CH:107][c:108]1[cH:109][cH:110][cH:111][cH:112][cH:113]1.[Pd:94].[Pd:95].[c:45]1([P:46]([c:47]2[cH:48][cH:49][cH:50][cH:51][cH:52]2)[c:53]2[c:54]3[c:78]([cH:79][cH:80][cH:81]2)[C:75]([CH3:76])([CH3:77])[c:57]2[c:56]([c:61]([P:62]([c:63]4[cH:64][cH:65][cH:66][cH:67][cH:68]4)[c:69]4[cH:70][cH:71][cH:72][cH:73][cH:74]4)[cH:60][cH:59][cH:58]2)[O:55]3)[cH:82][cH:83][cH:84][cH:85][cH:86]1>>[c:2]1([N:34]2[CH2:33][CH2:32][CH:31]([CH2:30][CH2:29][O:28][CH2:27][c:26]3[cH:25][cH:24][c:23]([CH3:22])[cH:38][cH:37]3)[CH2:36][CH2:35]2)[cH:3][n:4][cH:5][c:6]([O:8][CH2:9][CH:10]2[N:11]([C:15](=[O:16])[O:17][C:18]([CH3:19])([CH3:20])[CH3:21])[CH2:12][CH2:13][CH2:14]2)[cH:7]1. The reactants are BrC=1C=NN(C1)C(=O)OC(C)(C)C (tert-butyl 4-bromo-1H-pyrazole-1-carboxylate), C(=O)([O-])[O-].[Cs+].[Cs+] (Cs2CO3), CC1(OB(OC1(C)C)C=1C=C(N)C=C(C1)C(F)(F)F)C (3-(4,4,5,5-tetramethyl-1,3,2-dioxaborolan-2-yl)-5-(trifluoromethyl)aniline). The reagents and catalysts are C1=CC=C(C=C1)P([C-]2C=CC=C2)C3=CC=CC=C3.C1=CC=C(C=C1)P([C-]2C=CC=C2)C3=CC=CC=C3.Cl[Pd]Cl.[Fe+2] (PdCl2(dppf)). Solvent: O1CCOCC1 (1,4-dioxane), O (water). Conditions: temperature 100 celsius, time 16 hour. Product: N1N=CC(=C1)C=1C=C(N)C=C(C1)C(F)(F)F (3-(1H-pyrazol-4-yl)-5-(trifluoromethyl)aniline). Isolated yield 1.7%. RXN SMILES: CC1(C)C(C)(C)OB([C:9]2[CH:10]=[C:11]([CH:13]=[C:14]([C:16]([F:19])([F:18])[F:17])[CH:15]=2)[NH2:12])O1.Br[C:22]1[CH:23]=[N:24][N:25](C(OC(C)(C)C)=O)[CH:26]=1.C([O-])([O-])=O.[Cs+].[Cs+]>O1CCOCC1.O.C1C=CC(P(C2C=CC=CC=2)[C-]2C=CC=C2)=CC=1.C1C=CC(P(C2C=CC=CC=2)[C-]2C=CC=C2)=CC=1.Cl[Pd]Cl.[Fe+2]>[NH:24]1[CH:23]=[C:22]([C:9]2[CH:10]=[C:11]([CH:13]=[C:14]([C:16]([F:17])([F:18])[F:19])[CH:15]=2)[NH2:12])[CH:26]=[N:25]1 |f:2.3.4,7.8.9.10|. Procedure details: To a mixture of 3-(4,4,5,5-tetramethyl-1,3,2-dioxaborolan-2-yl)-5-(trifluoromethyl)aniline (500 mg, 1.742 mmol) in 1,4-dioxane (12 mL) and water (3 mL) was added tert-butyl 4-bromo-1H-pyrazole-1-carboxylate (473 mg, 1.916 mmol), PdCl2(dppf) (127 mg, 0.174 mmol) and Cs2CO3 (1135 mg, 3.48 mmol). The mixture was stirred at 100° C. for 16 h under N2. The mixture was filtered and concentrated, which was purified by silica column chromatography (PE/EA=1:1). All fractions found to contain product by TL... The reactants are BrC(C(=O)C1=CC=CC=C1)C1=CC=C(C=C1)F (2-bromo-2-(4-fluorophenyl)-1-phenyl-ethanone), FC(C(=N)N)(F)F (trifluoroacetamidine), FC(C(=N)N)(F)F (trifluoroacetamidine). Run in C(Cl)(Cl)Cl.CO (chloroform methanol). Conditions: time 19 hour. Product: FC1=CC=C(C=C1)C1=C(N=C(N1)C(F)(F)F)C1=CC=CC=C1 (5-(4-Fluorophenyl)-4-phenyl-2-trifluoromethyl-1H-imidazole). Yield: 33.7%. As a reaction SMILES: Br[CH:2]([C:11]1[CH:16]=[CH:15][C:14]([F:17])=[CH:13][CH:12]=1)[C:3]([C:5]1[CH:10]=[CH:9][CH:8]=[CH:7][CH:6]=1)=O.[F:18][C:19]([F:24])([F:23])[C:20]([NH2:22])=[NH:21]>C(Cl)(Cl)Cl.CO>[F:17][C:14]1[CH:15]=[CH:16][C:11]([C:2]2[NH:22][C:20]([C:19]([F:24])([F:23])[F:18])=[N:21][C:3]=2[C:5]2[CH:10]=[CH:9][CH:8]=[CH:7][CH:6]=2)=[CH:12][CH:13]=1 |f:2.3|. Reported procedure: A mixture containing impure 2-bromo-2-(4-fluorophenyl)-1-phenyl-ethanone (13.07 g) and trifluoroacetamidine (5.00 g) was heated at 60° under nitrogen and with stirring for 19 h. More trifluoroacetamidine (2.00 g) was added and after a further 3 h the mixture was allowed to cool to room temperature and dissolved in chloroform/methanol before purifying by FCC eluting with System A (1:9) to give the title compound (4.60 g) as a pale yellow solid. δ (DMSO-d6) 7.16 and 7.2-7.6 (t, J 9 Hz and m, aroma... The reactants are C1(CC1)CN1N=C(C=C(C1=O)CCCN1CCN(CC1)C(=O)OC(C)(C)C)C1=CC(=C(C=C1)OC)F (2-cyclopropylmethyl-4-[3-(4-tert-butoxycarbonyl-1-piperazinyl)propyl]-6-(3-fluoro-4-methoxyphenyl)-2H-pyridazin-3-one), C1(CC1)CN1N=C(C=C(C1=O)CCCOS(=O)(=O)C)C1=CC(=C(C=C1)OC)F (2-cyclopropylmethyl-6-(3-fluoro-4-methoxyphenyl)-4-(3-methanesulfonyloxypropyl)-2H-pyridazin-3-one). Yields the product NCCCC=1C(N(N=C(C1)C1=CC(=C(C=C1)OC)F)CC1CC1)=O (4-(3-aminopropyl)-2-cyclopropylmethyl-6-(3-fluoro-4-methoxyphenyl)-2H-pyridazin-3-one). Yield: 67.8%. RXN SMILES: [CH:1]1([CH2:4][N:5]2[C:10](=[O:11])[C:9]([CH2:12][CH2:13][CH2:14][N:15]3CCN(C(OC(C)(C)C)=O)CC3)=[CH:8][C:7]([C:28]3[CH:33]=[CH:32][C:31]([O:34][CH3:35])=[C:30]([F:36])[CH:29]=3)=[N:6]2)[CH2:3][CH2:2]1.C1(CN2C(=O)C(CCCOS(C)(=O)=O)=CC(C3C=CC(OC)=C(F)C=3)=N2)CC1>>[NH2:15][CH2:14][CH2:13][CH2:12][C:9]1[C:10](=[O:11])[N:5]([CH2:4][CH:1]2[CH2:3][CH2:2]2)[N:6]=[C:7]([C:28]2[CH:33]=[CH:32][C:31]([O:34][CH3:35])=[C:30]([F:36])[CH:29]=2)[CH:8]=1. Procedure: Following the procedure of Example 24 (1), 2-cyclopropylmethyl-6-(3-fluoro-4-methoxyphenyl)-4-(3-methanesulfonyloxypropyl)-2H-pyridazin-3-one was reacted to yield a crude product. Without purification, the crude product was reacted further in accordance with the procedure of Example 24 (2) to yield the title compound as a yellow oil (yield: 67.8%). The reactants are S(=O)(=O)(Cl)Cl (sulfuryl chloride), N1CCCCC1 (piperidine). Run at temperature 0 celsius, time 2 hour. The product is N1(CCCCC1)S(=O)(=O)Cl (1-piperidinesulfonyl chloride). Yield: 36.3%. As a reaction SMILES: [S:1]([Cl:5])(Cl)(=[O:3])=[O:2].[NH:6]1[CH2:11][CH2:10][CH2:9][CH2:8][CH2:7]1>>[N:6]1([S:1]([Cl:5])(=[O:3])=[O:2])[CH2:11][CH2:10][CH2:9][CH2:8][CH2:7]1. Reported procedure: A solution of sulfuryl chloride (1N in dichloromethane, 75 mL, 75 mmol) at −20° C. was treated dropwise with piperidine (12.6 g, 150 mmol), stirred at 0° C. for 2 hours, and partitioned between dichloromethane and water (50 mL). The organic layer was washed with aqueous 1N HCl, brine and dried over anhydrous magnesium sulfate, filtered, and concentrated under reduced pressure. The residue was distilled under reduced pressure (1 mm Hg) at 105° C. to give the title compound (5 grams). The reactants are C(C)(C)(C)OC(=O)NCCSC1=NOC2=C1C=CC=C2[N+](=O)[O-] (3-(2-(N-t-butoxycarbonylamino)ethylthio)-7-nitro-1,2-benzisoxazole). The reagents and catalysts are [Zn] (zinc). Solvent: C(C)(=O)O (acetic acid). Yields the product C(C)(C)(C)OC(=O)NCCSC1=NOC2=C1C=CC=C2N (3-(2-(N-t-Butoxycarbonylamino)ethylthio)-7-amino-1,2-benzisoxazole). Isolated yield 100.9%. Reaction SMILES: [C:1]([O:5][C:6]([NH:8][CH2:9][CH2:10][S:11][C:12]1[C:16]2[CH:17]=[CH:18][CH:19]=[C:20]([N+:21]([O-])=O)[C:15]=2[O:14][N:13]=1)=[O:7])([CH3:4])([CH3:3])[CH3:2]>C(O)(=O)C.[Zn]>[C:1]([O:5][C:6]([NH:8][CH2:9][CH2:10][S:11][C:12]1[C:16]2[CH:17]=[CH:18][CH:19]=[C:20]([NH2:21])[C:15]=2[O:14][N:13]=1)=[O:7])([CH3:4])([CH3:2])[CH3:3]. Procedure details: To a solution of 3-(2-(N-t-butoxycarbonylamino)ethylthio)-7-nitro-1,2-benzisoxazole (250 mg) in 90% aqueous acetic acid (2 ml) was added zinc powder (250 mg) with stirring under ice cooling, and the mixture was then stirred at room temperature for 30 minutes. After the completion of the reaction, the reaction mixture was filtered with Celite and the filtrate was concentrated under reduced pressure. Water was added to the residue, then extracted with ethyl acetate. The combined extracts were wash... Reactants: NC1=NN2C(N=CC(=C2)F)=C1C(=O)NC1=C(C=NC=C1)N1CCC(CC1)C(=O)OC(C)(C)C (tert-butyl 1-[4-[(2-amino-6-fluoro-pyrazolo[1,5-a]pyrimidine-3-carbonyl)amino]-3-pyridyl]piperidine-4-carboxylate), C(=O)(C(F)(F)F)O (TFA). The solvent is C(Cl)Cl (DCM). Reaction conditions: time 20 hour. Product: NC1=NN2C(N=CC(=C2)F)=C1C(=O)NC1=C(C=NC=C1)N1CCC(CC1)C(=O)O (1-(4-(2-amino-6-fluoropyrazolo[1,5-a]pyrimidine-3-carboxamido)pyridin-3-yl)piperidine-4-carboxylic acid). The yield is 98.0%. As a reaction SMILES: [NH2:1][C:2]1[C:11]([C:12]([NH:14][C:15]2[CH:20]=[CH:19][N:18]=[CH:17][C:16]=2[N:21]2[CH2:26][CH2:25][CH:24]([C:27]([O:29]C(C)(C)C)=[O:28])[CH2:23][CH2:22]2)=[O:13])=[C:5]2[N:6]=[CH:7][C:8]([F:10])=[CH:9][N:4]2[N:3]=1.C(O)(C(F)(F)F)=O>C(Cl)Cl>[NH2:1][C:2]1[C:11]([C:12]([NH:14][C:15]2[CH:20]=[CH:19][N:18]=[CH:17][C:16]=2[N:21]2[CH2:22][CH2:23][CH:24]([C:27]([OH:29])=[O:28])[CH2:25][CH2:26]2)=[O:13])=[C:5]2[N:6]=[CH:7][C:8]([F:10])=[CH:9][N:4]2[N:3]=1. Reported procedure: To a suspension of tert-butyl 1-[4-[(2-amino-6-fluoro-pyrazolo[1,5-a]pyrimidine-3-carbonyl)amino]-3-pyridyl]piperidine-4-carboxylate trifluoroacetic acetate (prepared according to a methodology similar to the one described in Example 1) (101 mg, 0.1773 mmol) in DCM (5 mL) was added TFA (1 mL, 12.98 mmol). The mixture was stirred at room temperature for 20 hours. The solvent was removed in vacuo and the residue azeotroped with DCM (×2) and diethyl ether (×2) to give title compound as a beige soli... The product is O=C(COCCC1CCCCC1)C(=Cc1cccc(Cl)c1)C(=O)OCCC(c1ccccc1)c1ccccc1. RXN SMILES: [CH2:41]1[CH2:42][CH2:43][NH:44][CH2:45][CH2:46]1.[Cl:32][c:33]1[cH:34][c:35]([CH:36]=[O:37])[cH:38][cH:39][cH:40]1.[c:1]1([CH:7]([CH2:8][CH2:9][O:10][C:11]([CH2:12][C:13]([CH2:14][O:15][CH2:16][CH2:17][CH:18]2[CH2:19][CH2:20][CH2:21][CH2:22][CH2:23]2)=[O:24])=[O:25])[c:26]2[cH:27][cH:28][cH:29][cH:30][cH:31]2)[cH:2][cH:3][cH:4][cH:5][cH:6]1.[c:47]1([CH3:48])[cH:49][cH:50][c:51]([S:52]([OH:53])(=[O:54])=[O:55])[cH:56][cH:57]1.[cH:58]1[cH:59][cH:60][cH:61][cH:62][cH:63]1>>[c:1]1([CH:7]([CH2:8][CH2:9][O:10][C:11]([C:12]([C:13]([CH2:14][O:15][CH2:16][CH2:17][CH:18]2[CH2:19][CH2:20][CH2:21][CH2:22][CH2:23]2)=[O:24])=[CH:36][c:35]2[cH:34][c:33]([Cl:32])[cH:40][cH:39][cH:38]2)=[O:25])[c:26]2[cH:27][cH:28][cH:29][cH:30][cH:31]2)[cH:2][cH:3][cH:4][cH:5][cH:6]1. Reactants: C1CCNCC1, O=Cc1cccc(Cl)c1, O=C(COCCC1CCCCC1)CC(=O)OCCC(c1ccccc1)c1ccccc1, Cc1ccc(S(=O)(=O)O)cc1, c1ccccc1.